From a dataset of the Open Reaction Database (ORD), a public repository of structured organic reaction records. describe an organic reaction: reactants, conditions, products, and yield The reactants are C(C)C(C(=O)O)CC1=CNC2=CC=C(C=C12)OC (ethyl 3-(5-methoxy-1H-indol-3-yl)propionic acid), C1(=CC=C(C=C1)S(=O)(=O)Cl)C (p-toluenesulfonyl chloride), ice, [H-].[Na+] (sodium hydride), oil. Run in C1CCOC1 (THF), CN(C)C=O (DMF), C1CCOC1 (THF), CN(C)C=O (DMF). Conditions: time 1 hour. Yields the product COC=1C=C2C(=CN(C2=CC1)S(=O)(=O)C1=CC=C(C=C1)C)CCC(=O)O (3-(5-Methoxy-1-p-toluenesulfonylindol-3-yl)propionic acid). Isolated yield 32926.4%. RXN SMILES: C([CH:3]([CH2:7][C:8]1[C:16]2[C:11](=[CH:12][CH:13]=[C:14]([O:17][CH3:18])[CH:15]=2)[NH:10][CH:9]=1)[C:4]([OH:6])=[O:5])C.[H-].[Na+].[C:21]1([CH3:31])[CH:26]=[CH:25][C:24]([S:27](Cl)(=[O:29])=[O:28])=[CH:23][CH:22]=1>C1COCC1.CN(C=O)C>[CH3:18][O:17][C:14]1[CH:15]=[C:16]2[C:11](=[CH:12][CH:13]=1)[N:10]([S:27]([C:24]1[CH:25]=[CH:26][C:21]([CH3:31])=[CH:22][CH:23]=1)(=[O:29])=[O:28])[CH:9]=[C:8]2[CH2:7][CH2:3][C:4]([OH:6])=[O:5] |f:1.2|. Procedure: In THF(640 ml)-DMF(130 ml) was dissolved ethyl 3-(5-methoxy-1H-indol-3-yl)propionic acid (99.3 g, 0.4 mol). To the solution was added in limited amounts, under ice-cooling, a suspension of 60% sodium hydride in oil (18.4 g, 0.46 mol) in THF(50 ml)-DMF(10 ml). The mixture was stirred at room temperature for one hour, and the mixture was again cooled with ice. To the mixture was gradually added p-toluenesulfonyl chloride (83.9 g, 0.44 mmol), followed by stirring for a further 3 hours at room tempe... Reactants: O=C1CCC(=O)N1Br, CC(C)(C)OC(=O)n1ccc(N)n1, ClCCl, CN1CCOCC1, CCOC(C)=O, Cn1ccc(NC(=O)C(CC2CCCC2)c2ccc(S(C)(=O)=O)c(Cl)c2)n1, c1ccc(P(c2ccccc2)c2ccccc2)cc1. The product is CC(C)(C)OC(=O)n1ccc(NC(=O)C(CC2CCCC2)c2ccc(S(C)(=O)=O)c(Cl)c2)n1. As a reaction SMILES: [Br:20][N:21]1[C:22](=[O:23])[CH2:24][CH2:25][C:26]1=[O:27].[C:55]([CH3:56])([CH3:57])([CH3:58])[O:59][C:60](=[O:61])[n:62]1[n:63][c:64]([NH2:67])[cH:65][cH:66]1.[CH2:75]([Cl:76])[Cl:77].[CH3:68][N:69]1[CH2:70][CH2:71][O:72][CH2:73][CH2:74]1.[CH3:78][CH2:79][O:80][C:81](=[O:82])[CH3:83].[Cl:28][c:29]1[cH:30][c:31]([CH:39]([C:40](=[O:41])[NH:42][c:43]2[cH:44][cH:45][n:46]([CH3:47])[n:48]2)[CH2:49][CH:50]2[CH2:51][CH2:52][CH2:53][CH2:54]2)[cH:32][cH:33][c:34]1[S:35](=[O:36])(=[O:37])[CH3:38].[c:1]1([P:2]([c:3]2[cH:4][cH:5][cH:6][cH:7][cH:8]2)[c:9]2[cH:10][cH:11][cH:12][cH:13][cH:14]2)[cH:15][cH:16][cH:17][cH:18][cH:19]1>>[Cl:28][c:29]1[cH:30][c:31]([CH:39]([C:40](=[O:41])[NH:67][c:64]2[n:63][n:62]([C:60]([O:59][C:55]([CH3:56])([CH3:57])[CH3:58])=[O:61])[cH:66][cH:65]2)[CH2:49][CH:50]2[CH2:51][CH2:52][CH2:53][CH2:54]2)[cH:32][cH:33][c:34]1[S:35](=[O:36])(=[O:37])[CH3:38].